Dataset: the Open Reaction Database (ORD), a public repository of structured organic reaction records. Task: describe an organic reaction: reactants, conditions, products, and yield Reactants: C1=C(C=CC2=CC=CC=C12)OC=1C=[N+](C=CC1[N+](=O)[O-])[O-] (3-(2-naphthyloxy)-4-nitropyridine-N-oxide). Solvent: C(C)O (ethanol). Run at time 20 hour. The product is C1=C(C=CC2=CC=CC=C12)OC=1C=NC=CC1N (3-(2-Naphthyloxy)-4-pyridinamine). The yield is 98.4%. Reaction SMILES: [CH:1]1[C:10]2[C:5](=[CH:6][CH:7]=[CH:8][CH:9]=2)[CH:4]=[CH:3][C:2]=1[O:11][C:12]1[CH:13]=[N+:14]([O-])[CH:15]=[CH:16][C:17]=1[N+:18]([O-])=O>C(O)C>[CH:1]1[C:10]2[C:5](=[CH:6][CH:7]=[CH:8][CH:9]=2)[CH:4]=[CH:3][C:2]=1[O:11][C:12]1[CH:13]=[N:14][CH:15]=[CH:16][C:17]=1[NH2:18]. Procedure details: A suspension of 3-(2-naphthyloxy)-4-nitropyridine-N-oxide (8.5 g) in 250 ml ethanol containing 0.5 g platinum oxide was hydrogenated for 20 hours at 60 psi and thereafter filtered through Celite. The filtrate liquid was concentrated to 8.3 g oil. This oil was purified by flash chromatography (silica, ethyl acetate) to give a solid (7 g). This solid was recrystallized from anhydrous ether to give crystals, 4.6 g, mp 117°-118° C. The reactants are CC#N, Cc1c(C(=O)Nc2cc(CO)cc(CO)c2)nnn1Cc1ccc(Cl)c(Cl)c1. The product is Cc1c(CNc2cc(CO)cc(CO)c2)nnn1Cc1ccc(Cl)c(Cl)c1. As a reaction SMILES: [CH3:29][C:30]#[N:31].[OH:1][CH2:2][c:3]1[cH:4][c:5]([NH:11][C:12](=[O:13])[c:14]2[n:15][n:16][n:17]([CH2:20][c:21]3[cH:22][c:23]([Cl:28])[c:24]([Cl:27])[cH:25][cH:26]3)[c:18]2[CH3:19])[cH:6][c:7]([CH2:9][OH:10])[cH:8]1>>[OH:1][CH2:2][c:3]1[cH:4][c:5]([NH:11][CH2:12][c:14]2[n:15][n:16][n:17]([CH2:20][c:21]3[cH:22][c:23]([Cl:28])[c:24]([Cl:27])[cH:25][cH:26]3)[c:18]2[CH3:19])[cH:6][c:7]([CH2:9][OH:10])[cH:8]1. Starting materials: CC=1C=C(C=CC1C)N1N=C(C(=C1O)C=O)C (1-(3,4-dimethylphenyl)-5-hydroxy-3-methyl-1H-pyrazol-4-carbaldehyde), OC1=C(C(=O)NN)C=CC(=C1)O (2,4-dihydroxybenzoic hydrazide). The solvent is C(C)O (ethanol). Yields the product CC=1C=C(C=CC1C)N1N=C(C(C1=O)=CNNC(C1=C(C=C(C=C1)O)O)=O)C (2,4-dihydroxybenzoic N′-[1-(3,4-dimethylphenyl)-3-methyl-5-oxo-1,5-dihydropyrazol-4-ylidene-methyl]-hydrazide). Isolated yield 69.7%. Reaction SMILES: [CH3:1][C:2]1[CH:3]=[C:4]([N:9]2[C:13]([OH:14])=[C:12]([CH:15]=O)[C:11]([CH3:17])=[N:10]2)[CH:5]=[CH:6][C:7]=1[CH3:8].[OH:18][C:19]1[CH:28]=[C:27]([OH:29])[CH:26]=[CH:25][C:20]=1[C:21]([NH:23][NH2:24])=[O:22]>C(O)C>[CH3:1][C:2]1[CH:3]=[C:4]([N:9]2[C:13](=[O:14])[C:12](=[CH:15][NH:24][NH:23][C:21](=[O:22])[C:20]3[CH:25]=[CH:26][C:27]([OH:29])=[CH:28][C:19]=3[OH:18])[C:11]([CH3:17])=[N:10]2)[CH:5]=[CH:6][C:7]=1[CH3:8]. Procedure: 46 mg (0.2 mmol) of the 1-(3,4-dimethylphenyl)-5-hydroxy-3-methyl-1H-pyrazol-4-carbaldehyde synthesized in 1) and 34 mg (0.20 mmol) of 2,4-dihydroxybenzoic hydrazide were stirred in 1 ml of ethanol at room temperature for 96 hours. The precipitated solid was collected by filtration and washed with 1 ml of ethanol, 1 ml of ether and 1 ml of methanol successively to obtain 53 mg of the desired product (yield 70%). The reactants are CN1C2CN(CC2CC1)C(=O)OCC (ethyl 2-methyl-2,7-diazabicyclo [3.3.0]octane-7-carboxylate), C([O-])([O-])=O.[K+].[K+] (potassium carbonate). Run in Cl (hydrochloric acid). Product: CN1C2CNCC2CC1 (2-Methyl-2,7-diazabicyclo[3.3.0]octane). RXN SMILES: [CH3:1][N:2]1[CH2:9][CH2:8][CH:7]2[CH:3]1[CH2:4][N:5](C(OCC)=O)[CH2:6]2.C(=O)([O-])[O-].[K+].[K+]>Cl>[CH3:1][N:2]1[CH2:9][CH2:8][CH:7]2[CH:3]1[CH2:4][NH:5][CH2:6]2 |f:1.2.3|. Procedure: 9 g (45.4 mmol) of ethyl 2-methyl-2,7-diazabicyclo [3.3.0]octane-7-carboxylate are heated under reflux overnight with 50 ml of concentrated hydrochloric acid. The mixture is rendered alkaline with potassium carbonate, extracted ten times using 50 ml of chloroform each time, dried over potassium carbonate and concentrated, and the residue is distilled. Reactants: C(Cl)Cl (DCM), ClC1=CC(=NC(=C1)Cl)N (4,6-dichloro-pyridin-2-ylamine), C(=O)([O-])[O-].[Cs+].[Cs+] (Cs2CO3), FC(C1=C(C=CC=C1)B(O)O)(F)F (2-(trifluoromethyl)phenylboronic acid). The solvent is CCOC(=O)C (EtOAc), COCCOC (DME), O (water). Run at temperature 80 celsius, time 15 minute. Product: ClC1=CC(=NC(=C1)C1=C(C=CC=C1)C(F)(F)F)N (4-chloro-6-(2-trifluoromethyl-phenyl)-pyridin-2-ylamine). RXN SMILES: [Cl:1][C:2]1[CH:7]=[C:6](Cl)[N:5]=[C:4]([NH2:9])[CH:3]=1.C([O-])([O-])=O.[Cs+].[Cs+].[F:16][C:17]([F:28])([F:27])[C:18]1[CH:23]=[CH:22][CH:21]=[CH:20][C:19]=1B(O)O.C(Cl)Cl>COCCOC.O.CCOC(C)=O>[Cl:1][C:2]1[CH:7]=[C:6]([C:19]2[CH:20]=[CH:21][CH:22]=[CH:23][C:18]=2[C:17]([F:28])([F:27])[F:16])[N:5]=[C:4]([NH2:9])[CH:3]=1 |f:1.2.3|. Reported procedure: A solution of 4,6-dichloro-pyridin-2-ylamine (1.00 g, 6.14 mmol) in DME (75 mL) and water (50 mL) was treated with Cs2CO3 (6.00 g, 18.4 mmol) and 2-(trifluoromethyl)phenylboronic acid (1.52 g, 7.98 mmol). The resulting mixture was degassed by heating under a stream of Ar. Cl2Pd(dppf).DCM (270 mg, 0.368 mmol) was added, and the mixture was heated to 80° C. for 24 h. The cooled mixture was diluted with EtOAc (70 mL) and washed twice with water (50 mL). The combined aqueous layers were extracted tw... The reactants are ClC1=CC=C(C=C1)CCCI (3-(4-chlorophenyl)-1-iodopropane), [C-]#[C-].[Na+].[Na+] (sodium acetylide). The product is ClC1=CC=C(C=C1)CCCC#C (5-(4-Chlorophenyl)pent-1-yne). RXN SMILES: [Cl:1][C:2]1[CH:7]=[CH:6][C:5]([CH2:8][CH2:9][CH2:10]I)=[CH:4][CH:3]=1.[C-:12]#[C-:13].[Na+].[Na+]>>[Cl:1][C:2]1[CH:7]=[CH:6][C:5]([CH2:8][CH2:9][CH2:10][C:12]#[CH:13])=[CH:4][CH:3]=1 |f:1.2.3|. Procedure details: The title compound was synthesized using 3-(4-chlorophenyl)-1-iodopropane and sodium acetylide by conducting the reactions similar to those mentioned in Reference example 29. Starting materials: BrN1C(CCC1=O)=O (N-bromosuccinimide), resultant mixture, C(C)(=O)OC1=C(C=CC(=C1)C)C#N ((2-cyano-5-methyl-phenyl) acetate), C(C1=CC=CC=C1)(=O)OOC(C1=CC=CC=C1)=O (benzoyl peroxide). Run in C(Cl)(Cl)(Cl)Cl (CCl4), C(C)OCC (diethyl ether). Product: C(C)(=O)OC1=C(C=CC(=C1)CBr)C#N ((5-bromomethyl-2-cyano-phenyl) acetate). The yield is 29.7%. As a reaction SMILES: [C:1]([O:4][C:5]1[CH:10]=[C:9]([CH3:11])[CH:8]=[CH:7][C:6]=1[C:12]#[N:13])(=[O:3])[CH3:2].[Br:14]N1C(=O)CCC1=O.C(OOC(=O)C1C=CC=CC=1)(=O)C1C=CC=CC=1>C(Cl)(Cl)(Cl)Cl.C(OCC)C>[C:1]([O:4][C:5]1[CH:10]=[C:9]([CH2:11][Br:14])[CH:8]=[CH:7][C:6]=1[C:12]#[N:13])(=[O:3])[CH3:2]. Procedure details: To a solution of (2-cyano-5-methyl-phenyl) acetate (0.72 g, 4.11 mmol) in CCl4 (10 mL) was added recrystallized N-bromosuccinimide (0.767 g, 4.31 mmol) followed by benzoyl peroxide (56 mg, 0.23 mmol). The resultant mixture was heated to reflux for 2.5 hours then cooled to room temperature. The mixture was diluted with diethyl ether (50 mL), filtered through filter paper, and the filtrate was concentrated. Purification of the crude material by column chromatography (6:1 hexanes-EtOAc) provided 0....